Dataset: the Open Reaction Database (ORD), a public repository of structured organic reaction records. Task: describe an organic reaction: reactants, conditions, products, and yield RXN SMILES: CO.[ClH:3].Cl.Cl.[CH2:6]([NH:13][C:14]([NH:16][C:17]([NH:19][CH2:20][CH2:21][CH2:22][CH2:23][CH2:24][CH2:25][CH3:26])=[NH:18])=[NH:15])[C:7]1[CH:12]=[CH:11][CH:10]=[CH:9][CH:8]=1>CCC(=O)CC>[ClH:3].[CH2:8]([C:7]1([CH2:12][CH3:11])[N:15]=[C:14]([NH:13][CH2:6][C:7]2[CH:8]=[CH:9][CH:10]=[CH:11][CH:12]=2)[NH:16][C:17]([NH:19][CH2:20][CH2:21][CH2:22][CH2:23][CH2:24][CH2:25][CH3:26])=[N:18]1)[CH3:9] |f:2.3.4,6.7|. Procedure: 100 ml of methanol, 150 ml of 3-pentanone, and 0.5 ml of concentrated hydrochloric acid were added to 6.0 g (15.6 mmol) of N1-benzyl-N5-heptyl-biguanide dihydrochloride. The mixture was refluxed for 24 hours, and the solvent was distilled off under reduced pressure. The residue was dissolved in 100 ml of methanol, and to the solution were added 80 ml of water and 5 ml of 5N aqueous sodium hydroxide. The mixture was refluxed for 1.5 hours, concentrated under reduced pressure and extracted with et... The reactants are CO (methanol), Cl (hydrochloric acid), Cl.Cl.C(C1=CC=CC=C1)NC(=N)NC(=N)NCCCCCCC (N1-benzyl-N5-heptyl-biguanide dihydrochloride). Solvent: CCC(CC)=O (3-pentanone). Product: Cl.C(C)C1(N=C(NC(=N1)NCC1=CC=CC=C1)NCCCCCCC)CC (3,6-Dihydro-6,6-diethyl-4-heptylamino-2-benzylamino-1,3,5-triazine hydrochloride).